Dataset: the Open Reaction Database (ORD), a public repository of structured organic reaction records. Task: describe an organic reaction: reactants, conditions, products, and yield Starting materials: C(C)(=O)OC[C@@H]1[C@H]([C@@H](C(S1)N1C2=NC(=NC(=C2N=C1)N)N)F)OCC1=CC=CC=C1 (9-(5-O-Acetyl-3-O-benzyl-2-deoxy-2-fluoro-4-thio-D-arabinofuranosyl)-2,6-diaminopurine), C1=CC=NC=C1.F (hydrogen fluoride/pyridine), protected product, N (ammonia), N (ammonia), ClB(Cl)Cl (trichloroboran), C(C)(C)(C)ON=O (t-butylnitrite), ice water, Cl[Si](C)(C)C (chlorotrimethylsilane). Run in CO (methanol), CO (methanol), C(Cl)Cl (methylene chloride). Run at time 30 minute. Product: F[C@@H]1[C@@H](S[C@@H]([C@H]1O)CO)N1C2=NC(=NC(=C2N=C1)N)F (9-(2-deoxy-2-fluoro-4-thio-beta-D-arabinofuranosyl)-2-fluoroadenine). Yield: 26.0%. As a reaction SMILES: C([O:4][CH2:5][C@H:6]1[S:10][CH:9]([N:11]2[CH:19]=[N:18][C:17]3[C:12]2=[N:13][C:14](N)=[N:15][C:16]=3[NH2:20])[C@@H:8]([F:22])[C@@H:7]1[O:23]CC1C=CC=CC=1)(=O)C.C(ON=O)(C)(C)C.N.Cl[Si](C)(C)C.ClB(Cl)Cl.C1C=CN=CC=1.[FH:54]>CO.C(Cl)Cl>[F:22][C@H:8]1[C@H:7]([OH:23])[C@@H:6]([CH2:5][OH:4])[S:10][C@H:9]1[N:11]1[CH:19]=[N:18][C:17]2[C:12]1=[N:13][C:14]([F:54])=[N:15][C:16]=2[NH2:20] |f:5.6|. Procedure details: 2.01 g of 1-O-acetyl-5-O-t-butyldiphenylsilyl-3-O-benzyl-2-deoxy-2-fluoro-4-thio-D-arabinose was dissolved in 27 ml of acetonitrile in the presence of molecular sieves 4A (3.30 g). To this solution were added 1.07 g of 2,6-diaminopurine and 2.70 ml of trimethylsilyl-trifluoromethanesulfonate (TMSOTf), and the mixture was stirred at 0° C. for 30 minutes, and at room temperature for 2 hours. To this mixture was added a saturated aqueous solution of sodium hydrogencarbonate. After removing insolubl... Reactants: COC(=O)c1ccc(N=C=O)c(Cl)c1, Cc1ccccc1, COCCNc1c2ccccc2nn1-c1ccc(Cl)cc1. Product: COCCN(C(=O)Nc1ccc(C(=O)OC)cc1Cl)c1c2ccccc2nn1-c1ccc(Cl)cc1. RXN SMILES: [CH3:22][O:23][C:24]([c:25]1[cH:26][c:27]([Cl:34])[c:28]([N:31]=[C:32]=[O:33])[cH:29][cH:30]1)=[O:35].[CH3:36][c:37]1[cH:38][cH:39][cH:40][cH:41][cH:42]1.[Cl:1][c:2]1[cH:3][cH:4][c:5](-[n:8]2[n:9][c:10]3[cH:11][cH:12][cH:13][cH:14][c:15]3[c:16]2[NH:17][CH2:18][CH2:19][O:20][CH3:21])[cH:6][cH:7]1>>[Cl:1][c:2]1[cH:3][cH:4][c:5](-[n:8]2[n:9][c:10]3[cH:11][cH:12][cH:13][cH:14][c:15]3[c:16]2[N:17]([CH2:18][CH2:19][O:20][CH3:21])[C:32]([NH:31][c:28]2[c:27]([Cl:34])[cH:26][c:25]([C:24]([O:23][CH3:22])=[O:35])[cH:30][cH:29]2)=[O:33])[cH:6][cH:7]1. Starting materials: C(C)C1=C(C(N(N1C)C1=CC=C(C=C1)F)=O)C(=O)OCC (ethyl 5-ethyl-2-(4-fluorophenyl)-1-methyl-3-oxo-2,3-dihydro-1H-pyrazole-4-carboxylate), O1CCCC1 (tetrahydrofuran), [OH-].[Na+] (sodium hydroxide). Run in CO (methanol). Product: C(C)C1=C(C(N(N1C)C1=CC=C(C=C1)F)=O)C(=O)O (5-ethyl-2-(4-fluorophenyl)-1-methyl-3-oxo-2,3-dihydro-1H-pyrazole-4-carboxylic acid). Yield: 88.7%. As a reaction SMILES: [CH2:1]([C:3]1[N:7]([CH3:8])[N:6]([C:9]2[CH:14]=[CH:13][C:12]([F:15])=[CH:11][CH:10]=2)[C:5](=[O:16])[C:4]=1[C:17]([O:19]CC)=[O:18])[CH3:2].O1CCCC1.[OH-].[Na+]>CO>[CH2:1]([C:3]1[N:7]([CH3:8])[N:6]([C:9]2[CH:14]=[CH:13][C:12]([F:15])=[CH:11][CH:10]=2)[C:5](=[O:16])[C:4]=1[C:17]([OH:19])=[O:18])[CH3:2] |f:2.3|. Reported procedure: In the same manner as in Reference Example 65 and using ethyl 5-ethyl-2-(4-fluorophenyl)-1-methyl-3-oxo-2,3-dihydro-1H-pyrazole-4-carboxylate (1.9 g, 6.4 mmol), tetrahydrofuran (4 mL), methanol (4 mL) and 4N aqueous sodium hydroxide solution (5 mL) as starting materials, the title compound (1.5 g, 92%) was obtained as a white solid.